From a dataset of the Open Reaction Database (ORD), a public repository of structured organic reaction records. describe an organic reaction: reactants, conditions, products, and yield Starting materials: three, C1CCCCC1 (cyclohexane), C(=C)C1=CC=C(C=C1)C=C (p-divinylbenzene), C1CCCCC1 (cyclohexane), C(C)NCC (diethylamine). The reagents and catalysts are C(CCC)[Li] (n-butyllithium). Run in CO (methanol). Run at temperature 50 celsius. Yields the product C(C)N(CC)CCC1=CC=C(C=C)C=C1 (p-diethylaminoethylstyrene). The yield is 71.4%. RXN SMILES: [CH:1]([C:3]1[CH:8]=[CH:7][C:6]([CH:9]=[CH2:10])=[CH:5][CH:4]=1)=[CH2:2].C1CCCCC1.[CH2:17]([NH:19][CH2:20][CH3:21])[CH3:18]>C([Li])CCC.CO>[CH2:17]([N:19]([CH2:2][CH2:1][C:3]1[CH:8]=[CH:7][C:6]([CH:9]=[CH2:10])=[CH:5][CH:4]=1)[CH2:20][CH3:21])[CH3:18]. Procedure: In a 200 ml three necked flask were placed 26 g of p-divinylbenzene and 40 ml of cyclohexane, and to the mixture were further added 40 ml of a cyclohexane solution of an amide-amine complex prepared from 14.8 g of diethylamine and 0.512 g of n-butyllithium. The mixture thus obtained was heated at 50° C. for 3 hours with stirring. Then the reaction solution was added with 10 ml of methanol and subjected to distillation to give 29.0 g of p-diethylaminoethylstyrene having a boiling point of about 8...